Dataset: the Open Reaction Database (ORD), a public repository of structured organic reaction records. Task: describe an organic reaction: reactants, conditions, products, and yield Starting materials: tetramethyl t-butyl XPhos, P(=O)([O-])([O-])[O-].[K+].[K+].[K+] (tripotassium phosphate), ClC=1C=C(C=C(C1)[N+](=O)[O-])N1CCOCC1 (4-(3-chloro-5-nitrophenyl)morpholine), C(C)(=O)N (acetamide). Reagents/catalysts: C(C)(=O)[O-].[Pd+2].C(C)(=O)[O-] (palladium (II) acetate). The solvent is C(C)(C)(C)O (tert-butanol). The product is O1CCN(CC1)C=1C=C(C=C(C1)[N+](=O)[O-])NC(C)=O (N-(3-morpholino-5-nitrophenyl)acetamide). Reaction SMILES: Cl[C:2]1[CH:3]=[C:4]([N:11]2[CH2:16][CH2:15][O:14][CH2:13][CH2:12]2)[CH:5]=[C:6]([N+:8]([O-:10])=[O:9])[CH:7]=1.[C:17]([NH2:20])(=[O:19])[CH3:18].P([O-])([O-])([O-])=O.[K+].[K+].[K+]>C([O-])(=O)C.[Pd+2].C([O-])(=O)C.C(O)(C)(C)C>[O:14]1[CH2:15][CH2:16][N:11]([C:4]2[CH:3]=[C:2]([NH:20][C:17](=[O:19])[CH3:18])[CH:7]=[C:6]([N+:8]([O-:10])=[O:9])[CH:5]=2)[CH2:12][CH2:13]1 |f:2.3.4.5,6.7.8|. Reported procedure: Prepared according to Procedure V using palladium (II) acetate (0.013 g, 0.057 mmol), tetramethyl t-butyl XPhos (0.082 g, 0.170 mmol), 4-(3-chloro-5-nitrophenyl)morpholine (0.275 g, 1.133 mmol), acetamide (0.080 g, 1.360 mmol), tripotassium phosphate (0.337 g, 1.587 mmol), and tert-butanol (2.5 mL) to afford N-(3-morpholino-5-nitrophenyl)acetamide. No purification was performed. Mass Spectrum (ESI) m/e=266.1 (M+1). Reactants: C(C1=CC=CC=C1)OC=1C=C2C(=C(C=NC2=CC1OC)[N+](=O)[O-])C(C1=CC=C(C#N)C=C1)C#N (4-[(6-Benzyloxy-7-methoxy-3-nitroquinolin-4-yl)cyanomethyl]benzonitrile), [Mn](=O)(=O)(=O)[O-].[K+] (Potassium permanganate), C(C)(=O)OCC (ethyl acetate). Run in O (water), O1CCCC1 (tetrahydrofuran). Run at temperature 60 celsius, time 30 minute. Yields the product C(C1=CC=CC=C1)OC=1C=C2C(=C(C=NC2=CC1OC)[N+](=O)[O-])C(=O)C1=CC=C(C#N)C=C1 (4-(6-benzyloxy-7-methoxy-3-nitroquinoline-4-carbonyl)benzonitrile). The yield is 74.1%. As a reaction SMILES: [CH2:1]([O:8][C:9]1[CH:10]=[C:11]2[C:16](=[CH:17][C:18]=1[O:19][CH3:20])[N:15]=[CH:14][C:13]([N+:21]([O-:23])=[O:22])=[C:12]2[CH:24](C#N)[C:25]1[CH:32]=[CH:31][C:28]([C:29]#[N:30])=[CH:27][CH:26]=1)[C:2]1[CH:7]=[CH:6][CH:5]=[CH:4][CH:3]=1.[Mn]([O-])(=O)(=O)=[O:36].[K+].C(OCC)(=O)C>O.O1CCCC1>[CH2:1]([O:8][C:9]1[CH:10]=[C:11]2[C:16](=[CH:17][C:18]=1[O:19][CH3:20])[N:15]=[CH:14][C:13]([N+:21]([O-:23])=[O:22])=[C:12]2[C:24]([C:25]1[CH:32]=[CH:31][C:28]([C:29]#[N:30])=[CH:27][CH:26]=1)=[O:36])[C:2]1[CH:3]=[CH:4][CH:5]=[CH:6][CH:7]=1 |f:1.2|. Procedure details: 4-[(6-Benzyloxy-7-methoxy-3-nitroquinolin-4-yl)cyanomethyl]benzonitrile (5.0 g, 11.1 mmol) is suspended in water (250 ml) and heated to the boil. Potassium permanganate (5.26 g, 33.3 mmol) is subsequently added in portions at such a rate that the subsequent addition is only made when the previous one has decoloured (time needed: about 2.5 h). The mixture is then heated under reflux for a further 2 h. After cooling to about 60° C., the mixture is filtered with suction. The aqueous filtrate is dis... Reactants: CC(C)(C)[Si](C)(C)OCCCOc1ccc2[nH]ccc2c1, CC(C)(C)[O-], CN(C)C=O, CCOC(C)=O, CC(C)I, [K+]. Product: CC(C)n1ccc2cc(OCCCO[Si](C)(C)C(C)(C)C)ccc21. RXN SMILES: [C:1]([CH3:2])([CH3:3])([CH3:4])[Si:5]([O:6][CH2:7][CH2:8][CH2:9][O:10][c:11]1[cH:12][c:13]2[cH:14][cH:15][nH:16][c:17]2[cH:18][cH:19]1)([CH3:20])[CH3:21].[CH3:22][C:23]([CH3:24])([CH3:25])[O-:26].[CH3:32][N:33]([CH3:34])[CH:35]=[O:36].[CH3:37][CH2:38][O:39][C:40](=[O:41])[CH3:42].[I:28][CH:29]([CH3:30])[CH3:31].[K+:27]>>[C:1]([CH3:2])([CH3:3])([CH3:4])[Si:5]([O:6][CH2:7][CH2:8][CH2:9][O:10][c:11]1[cH:12][c:13]2[cH:14][cH:15][n:16]([CH:23]([CH3:22])[CH3:24])[c:17]2[cH:18][cH:19]1)([CH3:20])[CH3:21]. Isolated yield 87.4%. Conditions: time 45 minute. Starting materials: FC(C=1C=C(C=CC1)N=C=O)(F)F (3-(trifluoromethyl)phenyl isocyanate), C1(=CC=CC=C1)C(CCNC1CCN(CC1)C(=O)OC(C)(C)C)C1=CC=CC=C1 (tert-butyl 4-[(3,3-diphenylpropyl)amino]-1-piperidine carboxylate), aminomethyl. Reaction SMILES: [F:1][C:2]([F:13])([F:12])[C:3]1[CH:4]=[C:5]([N:9]=[C:10]=[O:11])[CH:6]=[CH:7][CH:8]=1.[C:14]1([CH:20]([C:37]2[CH:42]=[CH:41][CH:40]=[CH:39][CH:38]=2)[CH2:21][CH2:22][NH:23][CH:24]2[CH2:29][CH2:28][N:27]([C:30]([O:32][C:33]([CH3:36])([CH3:35])[CH3:34])=[O:31])[CH2:26][CH2:25]2)[CH:19]=[CH:18][CH:17]=[CH:16][CH:15]=1>ClCCl>[C:33]([O:32][C:30]([N:27]1[CH2:26][CH2:25][CH:24]([N:23]([CH2:22][CH2:21][CH:20]([C:14]2[CH:15]=[CH:16][CH:17]=[CH:18][CH:19]=2)[C:37]2[CH:42]=[CH:41][CH:40]=[CH:39][CH:38]=2)[C:10]([NH:9][C:5]2[CH:6]=[CH:7][CH:8]=[C:3]([C:2]([F:12])([F:13])[F:1])[CH:4]=2)=[O:11])[CH2:29][CH2:28]1)=[O:31])([CH3:36])([CH3:34])[CH3:35]. Run in ClCCl (dichloromethane). Yields the product C(C)(C)(C)OC(=O)N1CCC(CC1)N(C(=O)NC1=CC(=CC=C1)C(F)(F)F)CCC(C1=CC=CC=C1)C1=CC=CC=C1 (tert-butyl-4-((3,3-diphenylpropyl){[3-(trifluoromethyl)anilino]carbonyl}amino)-1-piperidine carboxylate). Procedure details: 246 mg (1.32 mmol) of 3-(trifluoromethyl)phenyl isocyanate is added to a solution of tert-butyl 4-[(3,3-diphenylpropyl)amino]-1-piperidine carboxylate (470 mg, 1.2 mmol) in 5 ml of dichloromethane. The solution is agitated for 45 minutes, and to the aminomethyl resin (180 mg, 0.36 mmol) is added and the reaction medium is again placed on an orbital shaker for 45 minutes. The resin is filtered and washed with dichloromethane. The filtrate is concentrated in vacuo in order to produce 610 mg (yield... The reactants are [OH-].[K+] (potassium hydroxide), C(C)OC(=O)NC1=C(OC2=C1C=CC(=C2)OCC2=CC=CC=C2)C(=O)OCC (ethyl 3-[(ethoxycarbonyl)amino]-6-(phenylmethoxy)benzofuran-2-carboxylate). Solvent: C(C)O (ethanol). Product: C(C)OC(=O)NC1=C(OC2=C1C=CC(=C2)OCC2=CC=CC=C2)C(=O)O (3-[(Ethoxycarbonyl)amino]-6-(phenylmethoxy)benzofuran-2-carboxylic acid). Yield: 104892.7%. As a reaction SMILES: [OH-].[K+].[CH2:3]([O:5][C:6]([NH:8][C:9]1[C:13]2[CH:14]=[CH:15][C:16]([O:18][CH2:19][C:20]3[CH:25]=[CH:24][CH:23]=[CH:22][CH:21]=3)=[CH:17][C:12]=2[O:11][C:10]=1[C:26]([O:28]CC)=[O:27])=[O:7])[CH3:4]>C(O)C>[CH2:3]([O:5][C:6]([NH:8][C:9]1[C:13]2[CH:14]=[CH:15][C:16]([O:18][CH2:19][C:20]3[CH:25]=[CH:24][CH:23]=[CH:22][CH:21]=3)=[CH:17][C:12]=2[O:11][C:10]=1[C:26]([OH:28])=[O:27])=[O:7])[CH3:4] |f:0.1|. Procedure: 200 ml of a 10% ethanolic potassium hydroxide solution are added to a solution of 41 g (0.11 mmol) of ethyl 3-[(ethoxycarbonyl)amino]-6-(phenylmethoxy)benzofuran-2-carboxylate in 400 ml of ethanol. The mixture is heated at reflux for 30 minutes and the solvent is then evaporated under reduced pressure. The residue is taken up in water and the solution is acidified with hydrochloric acid to pH 2. 41 g of product are obtained by filtration of the precipitate formed. Reactants: NC1=C(C=CC(=C1)Cl)NS(=O)(=O)C=1SC=CC1 (N-(2-amino-4-chlorophenyl)thiophene-2-sulfonamide), O1C(=CC2=C1C=CC=C2)S(=O)(=O)Cl (benzofuran-2-sulfonyl chloride), O1C(=CC2=C1C=CC=C2)S(=O)(=O)Cl (benzofuran-2-sulfonyl chloride). Run in N1=CC=CC=C1 (pyridine). Run at time 16 hour. Product: ClC=1C=CC(=C(C1)NS(=O)(=O)C=1OC2=C(C1)C=CC=C2)NS(=O)(=O)C=2SC=CC2 (N-{5-chloro-2[(2-thienylsulfonyl)amino]phenyl}-1-benzofuran-2-sulfonamide). Yield: 19.5%. As a reaction SMILES: [NH2:1][C:2]1[CH:7]=[C:6]([Cl:8])[CH:5]=[CH:4][C:3]=1[NH:9][S:10]([C:13]1[S:14][CH:15]=[CH:16][CH:17]=1)(=[O:12])=[O:11].[O:18]1[C:22]2[CH:23]=[CH:24][CH:25]=[CH:26][C:21]=2[CH:20]=[C:19]1[S:27](Cl)(=[O:29])=[O:28]>N1C=CC=CC=1>[Cl:8][C:6]1[CH:5]=[CH:4][C:3]([NH:9][S:10]([C:13]2[S:14][CH:15]=[CH:16][CH:17]=2)(=[O:12])=[O:11])=[C:2]([NH:1][S:27]([C:19]2[O:18][C:22]3[CH:23]=[CH:24][CH:25]=[CH:26][C:21]=3[CH:20]=2)(=[O:28])=[O:29])[CH:7]=1. Procedure: To a solution of N-(2-amino-4-chlorophenyl)thiophene-2-sulfonamide (CAS RN: 926205-90-5) (140 mg, ˜0.47 mmol) in pyridine (2.5 ml) was added benzofuran-2-sulfonyl chloride (102 mg, 0.47 mmol) and the mixture was stirred at room temperature for 16 h. More benzofuran-2-sulfonyl chloride (51 mg, 0.24 mmol) was added and the reaction was stirred for another 24 h, concentrated in vacuo to remove most of solvent. The residual thick syrup was quenched with 6M HCl and diluted with H2O. The resulting sus... Starting materials: ON1C(C=2C(C1=O)=CC=CC2)=O (N-hydroxyphthalimide), [N+](=O)([O-])C=1C=C(C=CC1)S(=O)(=O)OC[C@@]1(OC1)C ([(2R)-2-methyloxiran-2-yl]methyl 3-nitrobenzenesulfonate). Product: C[C@]1(OC1)CON1C(C2=CC=CC=C2C1=O)=O (2-[[(2R)-2-Methyloxiranyl]methoxy]-1H-isoindole-1,3(2H)-dione). RXN SMILES: [OH:1][N:2]1[C:6](=[O:7])[C:5]2=[CH:8][CH:9]=[CH:10][CH:11]=[C:4]2[C:3]1=[O:12].[N+](C1C=C(S(O[CH2:26][C@@:27]2([CH3:30])[CH2:29][O:28]2)(=O)=O)C=CC=1)([O-])=O>>[CH3:26][C@:27]1([CH2:30][O:1][N:2]2[C:3](=[O:12])[C:4]3[C:5](=[CH:8][CH:9]=[CH:10][CH:11]=3)[C:6]2=[O:7])[CH2:29][O:28]1. Reported procedure: Prepared from N-hydroxyphthalimide and [(2R)-2-methyloxiran-2-yl]methyl 3-nitrobenzenesulfonate (Chen, J.; Shum, W., Tetrahedron Letters, 1993, 34(48), 7663-6) by the method of Example 93 Step I. Starting materials: NC=1C=C(C=CC1)C1=C(C=NC2=C(C=CC=C12)C(F)(F)F)C(=O)C1=CC=CC=C1 ([4-(3-amino-phenyl)-8-trifluoromethyl-quinolin-3-yl]-phenyl-methanone), N(=C=O)C1=C(C(=O)OC)C=CC=C1 (methyl 2-isocyanatobenzoate). Yields the product C(C1=CC=CC=C1)(=O)C=1C=NC2=C(C=CC=C2C1C=1C=C(C=CC1)NC(=O)NC1=C(C(=O)OC)C=CC=C1)C(F)(F)F (METHYL 2-{[({3-[3-BENZOYL-8-(TRIFLUOROMETHYL)QUINOLIN-4-YL]PHENYL}AMINO) CARBONYL]AMINO}BENZOATE). As a reaction SMILES: [NH2:1][C:2]1[CH:3]=[C:4]([C:8]2[C:17]3[C:12](=[C:13]([C:18]([F:21])([F:20])[F:19])[CH:14]=[CH:15][CH:16]=3)[N:11]=[CH:10][C:9]=2[C:22]([C:24]2[CH:29]=[CH:28][CH:27]=[CH:26][CH:25]=2)=[O:23])[CH:5]=[CH:6][CH:7]=1.[N:30]([C:33]1[CH:42]=[CH:41][CH:40]=[CH:39][C:34]=1[C:35]([O:37][CH3:38])=[O:36])=[C:31]=[O:32]>>[C:22]([C:9]1[CH:10]=[N:11][C:12]2[C:17]([C:8]=1[C:4]1[CH:3]=[C:2]([NH:1][C:31]([NH:30][C:33]3[CH:42]=[CH:41][CH:40]=[CH:39][C:34]=3[C:35]([O:37][CH3:38])=[O:36])=[O:32])[CH:7]=[CH:6][CH:5]=1)=[CH:16][CH:15]=[CH:14][C:13]=2[C:18]([F:21])([F:19])[F:20])(=[O:23])[C:24]1[CH:25]=[CH:26][CH:27]=[CH:28][CH:29]=1. Reported procedure: The title compound was prepared from [4-(3-amino-phenyl)-8-trifluoromethyl-quinolin-3-yl]-phenyl-methanone and methyl 2-isocyanatobenzoate according to the procedure of Example 65. MS (ES) m/z 567.9. The reactants are BrC=1C=CC(=C(C1)C1=NC2=CC=C(C=C2C=C1)C1=NC2=C(N1C1CCCCC1)C=CC(=C2)C(=O)O)O (2-[2-(5-Bromo-2-hydroxy-phenyl)-quinolin-6-yl]-1-cyclohexyl-1H-benzoimidazole-5-carboxylic acid), [OH-].[K+] (KOH), Compound 354e, ClC1=CC=C(C=C1)C=1SC(=C(N1)C)C(C)=O (1-[2-(4-chloro-phenyl)-4-methyl-thiazol-5-yl]-ethanone). Solvent: C(C)O (ethanol), C(C)O (ethanol). The product is ClC1=CC=C(C=C1)C=1SC(=C(N1)C)C1=NC2=CC=C(C=C2C=C1)C1=NC2=C(N1C1CCCCC1)C=CC(=C2)C(=O)O (2-{2-[2-(4-chloro-phenyl)-4-methyl-thiazol-5-yl]-quinolin-6-yl}-1-cyclohexyl-1H-benzoimidazole-5-carboxylic acid). The yield is 19.0%. Reaction SMILES: BrC1C=CC(O)=C([C:8]2[CH:17]=[CH:16][C:15]3[C:10](=[CH:11][CH:12]=[C:13]([C:18]4[N:22]([CH:23]5[CH2:28][CH2:27][CH2:26][CH2:25][CH2:24]5)[C:21]5[CH:29]=[CH:30][C:31]([C:33]([OH:35])=[O:34])=[CH:32][C:20]=5[N:19]=4)[CH:14]=3)[N:9]=2)C=1.[Cl:37][C:38]1[CH:43]=[CH:42][C:41]([C:44]2[S:45][C:46](C(=O)C)=[C:47]([CH3:49])[N:48]=2)=[CH:40][CH:39]=1.[OH-].[K+]>C(O)C>[Cl:37][C:38]1[CH:39]=[CH:40][C:41]([C:44]2[S:45][C:46]([C:8]3[CH:17]=[CH:16][C:15]4[C:10](=[CH:11][CH:12]=[C:13]([C:18]5[N:22]([CH:23]6[CH2:24][CH2:25][CH2:26][CH2:27][CH2:28]6)[C:21]6[CH:29]=[CH:30][C:31]([C:33]([OH:35])=[O:34])=[CH:32][C:20]=6[N:19]=5)[CH:14]=4)[N:9]=3)=[C:47]([CH3:49])[N:48]=2)=[CH:42][CH:43]=1 |f:2.3|. Procedure details: Following the procedure and workup for Compound 354, Compound 354e (100 mg, 0.256 mmol) was reacted with 1-[2-(4-chloro-phenyl)-4-methyl-thiazol-5-yl]-ethanone (0.256 mmol) in ethanol (2 mL) using 10% w/v KOH in ethanol (506 μL, 0.64 mmol) to produce the title compound (27 mg, 19% yield). MS: 580.19 (M+H+); HPLC Procedure B, retention time=9.18 min. Conditions: temperature 80 celsius. Reagents/catalysts: C1=CC=C(C=C1)P([C-]2C=CC=C2)C3=CC=CC=C3.C1=CC=C(C=C1)P([C-]2C=CC=C2)C3=CC=CC=C3.Cl[Pd]Cl.[Fe+2] (1,1′-Bis(diphenylphosphino)ferrocenedichloropalladium). Product: C(#N)C=1C(=NC=C(C1)CN1CCN(CC1)C(C)C)C1=CC=C(C(=O)NC2=C(C=CC=C2)NC(OC(C)(C)C)=O)C=C1 (t-Butyl {2-[(4-{3-cyano-5-[(4-isopropylpiperazin-1-yl)methyl]pyridin-2-yl}benzoyl)amino]phenyl}carbamate). Solvent: COCCOC (1,2-dimethoxyethane). Procedure: 1,1′-Bis(diphenylphosphino)ferrocenedichloropalladium (II) chloride (58 mg, 0.072 mmol) was added to a mixture of N-(2-t-butoxycarbonylaminophenyl)-4-(4,4,5,5-tetramethyl-1,3,2-dioxaborolan-2-yl)benzamide (626 mg, 1.43 mmol prepared as described in International Patent Publication Number WO03/087057, Method 13, page 60), 2-chloro-5-[(4-isopropylpiperazin-1-yl)methyl]nicotinonitrile (398 mg, 1.43 mmol; see Method 20), saturated aqueous sodium hydrogen carbonate solution (5 ml) and 1,2-dimethoxyet... RXN SMILES: [C:1]([O:5][C:6]([NH:8][C:9]1[CH:14]=[CH:13][CH:12]=[CH:11][C:10]=1[NH:15][C:16](=[O:32])[C:17]1[CH:22]=[CH:21][C:20](B2OC(C)(C)C(C)(C)O2)=[CH:19][CH:18]=1)=[O:7])([CH3:4])([CH3:3])[CH3:2].Cl[C:34]1[N:41]=[CH:40][C:39]([CH2:42][N:43]2[CH2:48][CH2:47][N:46]([CH:49]([CH3:51])[CH3:50])[CH2:45][CH2:44]2)=[CH:38][C:35]=1[C:36]#[N:37].C(=O)([O-])O.[Na+]>C1C=CC(P(C2C=CC=CC=2)[C-]2C=CC=C2)=CC=1.C1C=CC(P(C2C=CC=CC=2)[C-]2C=CC=C2)=CC=1.Cl[Pd]Cl.[Fe+2].COCCOC>[C:36]([C:35]1[C:34]([C:20]2[CH:19]=[CH:18][C:17]([C:16]([NH:15][C:10]3[CH:11]=[CH:12][CH:13]=[CH:14][C:9]=3[NH:8][C:6](=[O:7])[O:5][C:1]([CH3:3])([CH3:2])[CH3:4])=[O:32])=[CH:22][CH:21]=2)=[N:41][CH:40]=[C:39]([CH2:42][N:43]2[CH2:44][CH2:45][N:46]([CH:49]([CH3:51])[CH3:50])[CH2:47][CH2:48]2)[CH:38]=1)#[N:37] |f:2.3,4.5.6.7|. Starting materials: C(C)(C)(C)OC(=O)NC1=C(C=CC=C1)NC(C1=CC=C(C=C1)B1OC(C(O1)(C)C)(C)C)=O (N-(2-t-butoxycarbonylaminophenyl)-4-(4,4,5,5-tetramethyl-1,3,2-dioxaborolan-2-yl)benzamide), ClC1=C(C#N)C=C(C=N1)CN1CCN(CC1)C(C)C (2-chloro-5-[(4-isopropylpiperazin-1-yl)methyl]nicotinonitrile), C(O)([O-])=O.[Na+] (sodium hydrogen carbonate).